From a dataset of the Open Reaction Database (ORD), a public repository of structured organic reaction records. describe an organic reaction: reactants, conditions, products, and yield Reactants: O=C1CCC(=O)N1Br, C1CCOC1, COC(=O)C=NNc1ccc(Cl)cc1. Product: COC(=O)C(Br)=NNc1ccc(Cl)cc1. Reaction SMILES: [Br:15][N:16]1[C:17](=[O:18])[CH2:19][CH2:20][C:21]1=[O:22].[CH2:23]1[O:24][CH2:25][CH2:26][CH2:27]1.[CH3:1][O:2][C:3]([CH:4]=[N:5][NH:6][c:7]1[cH:8][cH:9][c:10]([Cl:13])[cH:11][cH:12]1)=[O:14]>>[CH3:1][O:2][C:3]([C:4](=[N:5][NH:6][c:7]1[cH:8][cH:9][c:10]([Cl:13])[cH:11][cH:12]1)[Br:15])=[O:14]. Reactants: C1CCOC1, CCCC[N+](CCCC)(CCCC)CCCC, CC(C)(C)[Si](C)(C)OCc1ccc(Cl)c(I)c1F, [F-]. Yields the product OCc1ccc(Cl)c(I)c1F. Reaction SMILES: [CH2:37]1[O:38][CH2:39][CH2:40][CH2:41]1.[CH3:20][CH2:21][CH2:22][CH2:23][N+:24]([CH2:25][CH2:26][CH2:27][CH3:28])([CH2:29][CH2:30][CH2:31][CH3:32])[CH2:33][CH2:34][CH2:35][CH3:36].[Cl:1][c:2]1[c:3]([I:18])[c:4]([F:17])[c:5]([CH2:6][O:7][Si:8]([C:9]([CH3:10])([CH3:11])[CH3:12])([CH3:13])[CH3:14])[cH:15][cH:16]1.[F-:19]>>[Cl:1][c:2]1[c:3]([I:18])[c:4]([F:17])[c:5]([CH2:6][OH:7])[cH:15][cH:16]1.